From a dataset of the Open Reaction Database (ORD), a public repository of structured organic reaction records. describe an organic reaction: reactants, conditions, products, and yield Reactants: NC1[C@@H]2N(C(=C(CS2)C=CSC=2C=NC=CC2)C(=O)OC(C2=CC=CC=C2)C2=CC=CC=C2)C1=O (benzhydryl 7-amino-3-[2-(3-pyridyl)thiovinyl]-3-cephem-4-carboxylate), monotrimethylsilyl acetamide, C(C)(=O)OCC (ethyl acetate), Cl.C(C)ON=C(C(=O)Cl)C1=NSC(=N1)N (2-ethoxyimino-2-(5-amino-1,2,4-thiadiazol-3-yl)acetyl chloride hydrochloride). Run in O1CCCC1 (tetrahydrofuran). The product is C(C)ON=C(C(=O)NC1[C@@H]2N(C(=C(CS2)C=CSC=2C=NC=CC2)C(=O)OC(C2=CC=CC=C2)C2=CC=CC=C2)C1=O)C1=NSC(=N1)N (benzhydryl 7-[2-ethoxyimino-2-(5-amino-1,2,4-thiadiazol-3-yl)acetamido]-3-[2-(3-pyridyl)thiovinyl]-3-cephem-4-carboxylate). Isolated yield 74.1%. As a reaction SMILES: [NH2:1][CH:2]1[C:34](=[O:35])[N:4]2[C:5]([C:18]([O:20][CH:21]([C:28]3[CH:33]=[CH:32][CH:31]=[CH:30][CH:29]=3)[C:22]3[CH:27]=[CH:26][CH:25]=[CH:24][CH:23]=3)=[O:19])=[C:6]([CH:9]=[CH:10][S:11][C:12]3[CH:13]=[N:14][CH:15]=[CH:16][CH:17]=3)[CH2:7][S:8][C@H:3]12.Cl.[CH2:37]([O:39][N:40]=[C:41]([C:45]1[N:49]=[C:48]([NH2:50])[S:47][N:46]=1)[C:42](Cl)=[O:43])[CH3:38].C(OCC)(=O)C>O1CCCC1>[CH2:37]([O:39][N:40]=[C:41]([C:45]1[N:49]=[C:48]([NH2:50])[S:47][N:46]=1)[C:42]([NH:1][CH:2]1[C:34](=[O:35])[N:4]2[C:5]([C:18]([O:20][CH:21]([C:28]3[CH:33]=[CH:32][CH:31]=[CH:30][CH:29]=3)[C:22]3[CH:23]=[CH:24][CH:25]=[CH:26][CH:27]=3)=[O:19])=[C:6]([CH:9]=[CH:10][S:11][C:12]3[CH:13]=[N:14][CH:15]=[CH:16][CH:17]=3)[CH2:7][S:8][C@H:3]12)=[O:43])[CH3:38] |f:1.2|. Procedure details: To a solution of benzhydryl 7-amino-3-[2-(3-pyridyl)thiovinyl]-3-cephem-4-carboxylate (trans isomer) (3 g) in tetrahydrofuran (30 ml) containing monotrimethylsilyl acetamide (5 g) was added 2-ethoxyimino-2-(5-amino-1,2,4-thiadiazol-3-yl)acetyl chloride hydrochloride (syn isomer) (1.8 g) under stirring at -10°-0° C. The reaction mixture was stirred at the same temperature for 30 minutes. After addition of ethyl acetate (150 ml) and a small amount of water, the separated organic layer was washed i...